This data is from the Open Reaction Database (ORD), a public repository of structured organic reaction records. The task is: describe an organic reaction: reactants, conditions, products, and yield Reactants: [C-]#N, CN1CCCC1=O, O=[N+]([O-])c1ccc(Cl)nc1Cl, O. Product: N#Cc1nc(Cl)ccc1[N+](=O)[O-]. Reaction SMILES: [C-:12]#[N:13].[CH3:15][N:16]1[CH2:17][CH2:18][CH2:19][C:20]1=[O:21].[Cl:1][c:2]1[n:3][c:4]([Cl:11])[cH:5][cH:6][c:7]1[N+:8](=[O:9])[O-:10].[OH2:14]>>[c:2]1([C:12]#[N:13])[n:3][c:4]([Cl:11])[cH:5][cH:6][c:7]1[N+:8](=[O:9])[O-:10]. Reactants: [OH-].[Na+] (sodium hydroxide), COC(CNC(=O)C=1N=C(C2=C(C=CC=C2C1OC)OC1=CC=CC=C1)C#N)=O ([(1-cyano-4-methoxy-8-phenoxy-isoquinoline-3-carbonyl)-amino]-acetic acid methyl ester), Cl (HCl). The solvent is CO.O1CCCC1 (methanol tetrahydrofuran). The product is C(#N)C1=NC(=C(C2=CC=CC(=C12)OC1=CC=CC=C1)OC)C(=O)NCC(=O)O ([(1-Cyano-4-methoxy-8-phenoxy-isoquinoline-3-carbonyl)-amino]-acetic acid). Yield: 79.5%. RXN SMILES: C[O:2][C:3](=[O:29])[CH2:4][NH:5][C:6]([C:8]1[N:9]=[C:10]([C:27]#[N:28])[C:11]2[C:16]([C:17]=1[O:18][CH3:19])=[CH:15][CH:14]=[CH:13][C:12]=2[O:20][C:21]1[CH:26]=[CH:25][CH:24]=[CH:23][CH:22]=1)=[O:7].[OH-].[Na+].Cl>CO.O1CCCC1>[C:27]([C:10]1[C:11]2[C:16](=[CH:15][CH:14]=[CH:13][C:12]=2[O:20][C:21]2[CH:26]=[CH:25][CH:24]=[CH:23][CH:22]=2)[C:17]([O:18][CH3:19])=[C:8]([C:6]([NH:5][CH2:4][C:3]([OH:29])=[O:2])=[O:7])[N:9]=1)#[N:28] |f:1.2,4.5|. Reported procedure: To a mixture of [(1-cyano-4-methoxy-8-phenoxy-isoquinoline-3-carbonyl)-amino]-acetic acid methyl ester (21 mg, 0.05 mmol), and methanol/tetrahydrofuran (0.9 mL, 1:3.5) was added 2N sodium hydroxide (29.2 μL, 0.06 mmol) at room temperature. The yellow solution was stirred at that temperature for fifty-five minutes before it was acidified with 1N HCl (69.1 μL) to pH=3 and concentrated in vacuo. The residue was partitioned between ethyl acetate and water. The organic layer was dried over anhydrous ...